Task: describe an organic reaction: reactants, conditions, products, and yield. Dataset: the Open Reaction Database (ORD), a public repository of structured organic reaction records Procedure details: Prepared according to the method of example 6 by using 2-methylpropyl 2-methyl-6-(2,3,4,5-tetrahydro-1,4-benzoxazepin-7-yl)-1H-imidazo[4,5-b]pyridine-1-carboxylate and (S)-benzyl sec-butyl((4-chloro-6,6-dimethyl-5,6,7,8-tetrahydroquinazolin-2-yl)methyl)carbamate (reagent preparation 17) in step 3 followed by Cbz deprotection. 1H NMR (400 MHz, DMSO-d6) δ 8.61-8.44 (m, 1H), 8.12-7.93 (m, 1H), 7.71 (d, 1H), 7.54 (dd, 1H), 7.03 (d, 1H), 4.67 (s, 2H), 4.35-4.27 (m, 2H), 3.92-3.84 (m, 2H), 3.56 (q, 2H... Reactants: CC=1N(C=2C(=NC=C(C2)C=2C=CC3=C(CNCCO3)C2)N1)C(=O)OCC(C)C (2-methylpropyl 2-methyl-6-(2,3,4,5-tetrahydro-1,4-benzoxazepin-7-yl)-1H-imidazo[4,5-b]pyridine-1-carboxylate), [C@H](C)(CC)N(C(OCC1=CC=CC=C1)=O)CC1=NC=2CCC(CC2C(=N1)Cl)(C)C ((S)-benzyl sec-butyl((4-chloro-6,6-dimethyl-5,6,7,8-tetrahydroquinazolin-2-yl)methyl)carbamate). As a reaction SMILES: [CH3:1][C:2]1[N:3](C(OCC(C)C)=O)[C:4]2[C:5]([N:21]=1)=[N:6][CH:7]=[C:8]([C:10]1[CH:11]=[CH:12][C:13]3[O:19][CH2:18][CH2:17][NH:16][CH2:15][C:14]=3[CH:20]=1)[CH:9]=2.[C@@H:29]([N:33]([CH2:44][C:45]1[N:54]=[C:53](Cl)[C:52]2[CH2:51][C:50]([CH3:57])([CH3:56])[CH2:49][CH2:48][C:47]=2[N:46]=1)C(=O)OCC1C=CC=CC=1)([CH2:31][CH3:32])[CH3:30]>>[CH3:57][C:50]1([CH3:56])[CH2:49][CH2:48][C:47]2[N:46]=[C:45]([CH2:44][NH:33][C@H:29]([CH2:31][CH3:32])[CH3:30])[N:54]=[C:53]([N:16]3[CH2:15][C:14]4[CH:20]=[C:10]([C:8]5[CH:9]=[C:4]6[NH:3][C:2]([CH3:1])=[N:21][C:5]6=[N:6][CH:7]=5)[CH:11]=[CH:12][C:13]=4[O:19][CH2:18][CH2:17]3)[C:52]=2[CH2:51]1. Yields the product CC1(CC=2C(=NC(=NC2CC1)CN[C@@H](C)CC)N1CCOC2=C(C1)C=C(C=C2)C=2C=C1C(=NC2)N=C(N1)C)C ((2S)—N-({6,6-dimethyl-4-[7-(2-methyl-1H-imidazo[4,5-b]pyridin-6-yl)-2,3-dihydro-1,4-benzoxazepin-4(5H)-yl]-5,6,7,8-tetrahydroquinazolin-2-yl}methyl)butan-2-amine).